From a dataset of the Open Reaction Database (ORD), a public repository of structured organic reaction records. describe an organic reaction: reactants, conditions, products, and yield Starting materials: BrC=1C=C2CC3=C(NN=C3)C2=CC1OC (6-bromo-7-methoxy-1,4-dihydroindeno[1,2-c]pyrazole), [Li]C=1C=CC=CC1 (PhLi), [Li]C(C)CC (s-BuLi), CN(C)C=O (DMF). Run in C1CCOC1 (THF). Conditions: temperature -78 celsius, time 1 hour. Product: COC1=C(C=C2CC3=C(NN=C3)C2=C1)C=O (7-methoxy-1,4-dihydroindeno[1,2-c]pyrazole-6-carbaldehyde). Yield: 81.6%. As a reaction SMILES: Br[C:2]1[CH:3]=[C:4]2[C:11](=[CH:12][C:13]=1[O:14][CH3:15])[C:7]1[NH:8][N:9]=[CH:10][C:6]=1[CH2:5]2.[Li]C1C=CC=CC=1.[Li]C(CC)C.CN([CH:31]=[O:32])C>C1COCC1>[CH3:15][O:14][C:13]1[CH:12]=[C:11]2[C:4]([CH2:5][C:6]3[CH:10]=[N:9][NH:8][C:7]=32)=[CH:3][C:2]=1[CH:31]=[O:32]. Procedure: To a suspension of Example 104C (5.49 g, 0.0207 mol) in THF (300 mL) was added PhLi (1.9 M, 21.8 mL, 0.0414 mol) at −78° C. s-BuLi (1.4 M, 29.6 mL, 0.0414 mol) and DMF (12.8 mL, 0.166 mol) were added to the reaction mixture after 30 and 60 minutes, respectively. The mixture was stirred at −78° C. for 1 hour and the cold bath was removed. The reaction was quenched with saturated NH4Cl solution after 1 hour at room temperature. The mixture was extracted with EtOAc, washed with water, brine, dried ... The reactants are C(C)(C)(C)OC(=O)N[C@H]([C@@H](C(=O)O)O)CC(C)C ((2S,3S)-3-(t-butoxycarbonyl)amino-2-hydroxy-5-methylhexaneoic acid), [N+](=[N-])=C (diazomethane). Solvent: CO (methanol), CO (methanol). The product is C(C)(C)(C)OC(=O)N[C@H]([C@@H](C(=O)OC)O)CC(C)C (Methyl (2S,3S)-3-t-butoxycarbonylamino-2-hydroxy-5-methylhexanoate). RXN SMILES: [C:1]([O:5][C:6]([NH:8][C@@H:9]([CH2:15][CH:16]([CH3:18])[CH3:17])[C@H:10]([OH:14])[C:11]([OH:13])=[O:12])=[O:7])([CH3:4])([CH3:3])[CH3:2].[N+](=[CH2:21])=[N-]>CO>[C:1]([O:5][C:6]([NH:8][C@@H:9]([CH2:15][CH:16]([CH3:18])[CH3:17])[C@H:10]([OH:14])[C:11]([O:13][CH3:21])=[O:12])=[O:7])([CH3:4])([CH3:3])[CH3:2]. Reported procedure: To a solution of 1.00 g (3.8 mmole) of (2S,3S)-3-(t-butoxycarbonyl)amino-2-hydroxy-5-methylhexaneoic acid prepared according to the method of R. L. Johnson [J. Med. Chem., 25, 605 (1982)] in 30 ml. of methanol was added, with stirring and ice-cooling, an ethereal solution of diazomethane. The mixture was stirred at room temperature for 1 hour. The solvent was removed by distillation, and the solid thus obtained was recrystallized from hexane, to afford 952 mg. of colourless needles, melting at 8... RXN SMILES: [CH3:16][O:17][C:18]([O:19][C:20]([O:21][CH3:22])=[O:23])=[O:24].[CH3:1][O:2][C:3](=[O:4])[n:5]1[n:6][c:7]2[cH:8][c:9]([Cl:15])[cH:10][cH:11][c:12]2[c:13]1[NH2:14]>>[n:5]1[nH:6][c:7]2[cH:8][c:9]([Cl:15])[cH:10][cH:11][c:12]2[c:13]1[NH2:14]. Product: Nc1n[nH]c2cc(Cl)ccc12. The reactants are COC(=O)OC(=O)OC, COC(=O)n1nc2cc(Cl)ccc2c1N.